Dataset: the Open Reaction Database (ORD), a public repository of structured organic reaction records. Task: describe an organic reaction: reactants, conditions, products, and yield Reactants: NC1=NC=C(C(=C1)C)Br (2-amino-5-bromo-4-methylpyridine), N1(CCCCC1)S(=O)(=O)C1=CC=C(C=C1)S (4-(N-piperidinylsulfonyl)thiophenol), ClC1=C(C=C(C(=C1)Cl)C)S(=O)(=O)Cl (2,4-dichloro-5-methylphenylsulfonyl chloride). Yields the product ClC1=C(C=C(C(=C1)Cl)C)S(=O)(=O)NC1=NC=C(C(=C1)C)SC1=CC=C(C=C1)S(=O)(=O)N1CCCCC1 (2,4-Dichloro-5-methyl-N-{4-methyl-5-[4-(piperidine-1-sulfonyl)-phenylsulfanyl]-pyridin-2-yl}-benzenesulfonamide). RXN SMILES: [NH2:1][C:2]1[CH:7]=[C:6]([CH3:8])[C:5](Br)=[CH:4][N:3]=1.[N:10]1([S:16]([C:19]2[CH:24]=[CH:23][C:22]([SH:25])=[CH:21][CH:20]=2)(=[O:18])=[O:17])[CH2:15][CH2:14][CH2:13][CH2:12][CH2:11]1.[Cl:26][C:27]1[CH:32]=[C:31]([Cl:33])[C:30]([CH3:34])=[CH:29][C:28]=1[S:35](Cl)(=[O:37])=[O:36]>>[Cl:26][C:27]1[CH:32]=[C:31]([Cl:33])[C:30]([CH3:34])=[CH:29][C:28]=1[S:35]([NH:1][C:2]1[CH:7]=[C:6]([CH3:8])[C:5]([S:25][C:22]2[CH:21]=[CH:20][C:19]([S:16]([N:10]3[CH2:11][CH2:12][CH2:13][CH2:14][CH2:15]3)(=[O:18])=[O:17])=[CH:24][CH:23]=2)=[CH:4][N:3]=1)(=[O:37])=[O:36]. Reported procedure: 2,4-Dichloro-5-methyl-N-{4-methyl-5-[4-(piperidine-1-sulfonyl)-phenylsulfanyl]-pyridin-2-yl}-benzenesulfonamide was prepared from 2-amino-5-bromo-4-methylpyridine and 4-(N-piperidinylsulfonyl)thiophenol according to General Method 11 step 1 followed by reaction with 2,4-dichloro-5-methylphenylsulfonyl chloride according to General Method 11 step 2. 1H NMR (CDCl3): 13.20 (1 H, br s, NH), 8.40 (1 H, s, A-ring CH ortho to 2×Cl), 8.03 (1 H, s, A-ring CH ortho to SO2NH), 7.53 & 7.04 (2×2 H, 2×d, 2×J ... The reactants are Clc1cccc2sc(Br)nc12, COC(=O)Cc1ccc(N)c(Cl)c1, Cc1ccc(S(=O)(=O)[O-])cc1, Cc1ccccc1C, c1cc[nH+]cc1. Yields the product COC(=O)Cc1ccc(Nc2nc3c(Cl)cccc3s2)c(Cl)c1. As a reaction SMILES: [Br:1][c:2]1[s:3][c:4]2[c:5]([n:6]1)[c:7]([Cl:11])[cH:8][cH:9][cH:10]2.[NH2:12][c:13]1[c:14]([Cl:24])[cH:15][c:16]([CH2:19][C:20](=[O:21])[O:22][CH3:23])[cH:17][cH:18]1.[c:25]1([CH3:26])[cH:27][cH:28][c:29]([S:30]([O-:31])(=[O:32])=[O:33])[cH:34][cH:35]1.[c:42]1([CH3:43])[c:44]([CH3:45])[cH:46][cH:47][cH:48][cH:49]1.[nH+:36]1[cH:37][cH:38][cH:39][cH:40][cH:41]1>>[c:2]1([NH:12][c:13]2[c:14]([Cl:24])[cH:15][c:16]([CH2:19][C:20](=[O:21])[O:22][CH3:23])[cH:17][cH:18]2)[s:3][c:4]2[c:5]([n:6]1)[c:7]([Cl:11])[cH:8][cH:9][cH:10]2. Starting materials: C(\C=C\C(=O)O)(=O)O (fumaric acid), [H-].[Al+3].[Li+].[H-].[H-].[H-] (lithium aluminum hydride), C(=C/C(=O)O)\C(=O)O (tumaric acid), S(=O)(=O)([O-])[O-].[Na+].[Na+] (sodium sulfate), C1(CC1)C(=O)N1C[C@H]([C@H](CC1)OC1=CC=C(C=C1)F)C1=CC=CC=C1 (cis-1-cyclopropylcarbonyl-4-(4-fluorophenoxy)-3-phenylpiperidine). Solvent: C(C)O (ethanol), CCOCC (ether), O1CCCC1 (tetrahydrofuran), CO.CC(=O)C (methanol acetone), CCOCC (ether), CCOCC (ether), CCOCC (ether), O1CCCC1 (tetrahydrofuran), C(C)O (ethanol), CCOCC (ether). Yields the product C(\C=C\C(=O)O)(=O)O.C1(CC1)CN1C[C@H]([C@H](CC1)OC1=CC=C(C=C1)F)C1=CC=CC=C1 (Cis-1-cyclopropylmethyl-4-(4-fluorophenoxy)-3-phenylpiperidine fumarate). As a reaction SMILES: [H-].[Al+3].[Li+].[H-].[H-].[H-].[CH:7]1([C:10]([N:12]2[CH2:17][CH2:16][C@H:15]([O:18][C:19]3[CH:24]=[CH:23][C:22]([F:25])=[CH:21][CH:20]=3)[C@H:14]([C:26]3[CH:31]=[CH:30][CH:29]=[CH:28][CH:27]=3)[CH2:13]2)=O)[CH2:9][CH2:8]1.S([O-])([O-])(=O)=O.[Na+].[Na+].[CH:39](/[C:44]([OH:46])=[O:45])=[CH:40]\[C:41]([OH:43])=[O:42]>O1CCCC1.CCOCC.C(O)C.CO.CC(C)=O>[C:44]([OH:46])(=[O:45])/[CH:39]=[CH:40]/[C:41]([OH:43])=[O:42].[CH:7]1([CH2:10][N:12]2[CH2:17][CH2:16][C@H:15]([O:18][C:19]3[CH:20]=[CH:21][C:22]([F:25])=[CH:23][CH:24]=3)[C@H:14]([C:26]3[CH:31]=[CH:30][CH:29]=[CH:28][CH:27]=3)[CH2:13]2)[CH2:8][CH2:9]1 |f:0.1.2.3.4.5,7.8.9,14.15,16.17|. Procedure details: To a suspension of 0.66 g of lithium aluminum hydride in 50 ml of anhydrous tetrahydrofuran is added, dropwise at room temperature under nitrogen, a solution of 2.93 g of cis-1-cyclopropylcarbonyl-4-(4-fluorophenoxy)-3-phenylpiperidine in 50 ml of tetrahydrofuran. After the addition is complete the mixture is refluxed for 30 minutes, cooled, diluted with 50 ml of ether and cautiously treated with saturated sodium sulfate solution at 0°-10° C. until a flocculent white precipitate is obtained. The... Reactants: ClCCCC(=O)C1=CC=CC=C1 (4-chlorobutyrophenone), CC=1NC=CN1 (2-methylimidazole). Yields the product CC1=NC=C2N1CCC=C2C2=CC=CC=C2 (5,6-Dihydro-3-methyl-8-phenylimidazo[1,5-a]pyridine). RXN SMILES: Cl[CH2:2][CH2:3][CH2:4][C:5]([C:7]1[CH:12]=[CH:11][CH:10]=[CH:9][CH:8]=1)=O.[CH3:13][C:14]1[NH:15][CH:16]=[CH:17][N:18]=1>>[CH3:13][C:14]1[N:18]2[CH2:2][CH2:3][CH:4]=[C:5]([C:7]3[CH:12]=[CH:11][CH:10]=[CH:9][CH:8]=3)[C:17]2=[CH:16][N:15]=1. Procedure details: Combine 270 g (1.48 mol) of 4-chlorobutyrophenone with 600 g (7.3 mol) of 2-methylimidazole and heat to 175° C. for 24 hr. Crystallization from ether provides the title compound.